From a dataset of the Open Reaction Database (ORD), a public repository of structured organic reaction records. describe an organic reaction: reactants, conditions, products, and yield Reactants: Cl (hydrogen chloride), C1(CC1)C1=CC(=C(C(=C1C1=CC=C(C=C1)F)F)OC(C)C)CN1CCC(CC1)N1C(C(=C(C=C1)C(=O)O)C)=O (1-(1-((6-Cyclopropyl-2,4′-difluoro-3-isopropoxybiphenyl-4-yl)methyl)piperidin-4-yl)-3-methyl-2-oxo-1,2-dihydropyridine-4-carboxylic acid), C(C)(C)OC(C)C (diisopropyl ether). Run in C(C)(C)O (isopropanol). Conditions: time 30 minute. The product is Cl.C1(CC1)C1=CC(=C(C(=C1C1=CC=C(C=C1)F)F)OC(C)C)CN1CCC(CC1)N1C(C(=C(C=C1)C(=O)O)C)=O (1-(1-((6-Cyclopropyl-2,4′-difluoro-3-isopropoxybiphenyl-4-yl)methyl)piperidin-4-yl)-3-methyl-2-oxo-1,2-dihydropyridine-4-carboxylic acid hydrochloride). As a reaction SMILES: [CH:1]1([C:4]2[C:9]([C:10]3[CH:15]=[CH:14][C:13]([F:16])=[CH:12][CH:11]=3)=[C:8]([F:17])[C:7]([O:18][CH:19]([CH3:21])[CH3:20])=[C:6]([CH2:22][N:23]3[CH2:28][CH2:27][CH:26]([N:29]4[CH:34]=[CH:33][C:32]([C:35]([OH:37])=[O:36])=[C:31]([CH3:38])[C:30]4=[O:39])[CH2:25][CH2:24]3)[CH:5]=2)[CH2:3][CH2:2]1.[ClH:40].C(OC(C)C)(C)C>C(O)(C)C>[ClH:40].[CH:1]1([C:4]2[C:9]([C:10]3[CH:11]=[CH:12][C:13]([F:16])=[CH:14][CH:15]=3)=[C:8]([F:17])[C:7]([O:18][CH:19]([CH3:21])[CH3:20])=[C:6]([CH2:22][N:23]3[CH2:24][CH2:25][CH:26]([N:29]4[CH:34]=[CH:33][C:32]([C:35]([OH:37])=[O:36])=[C:31]([CH3:38])[C:30]4=[O:39])[CH2:27][CH2:28]3)[CH:5]=2)[CH2:3][CH2:2]1 |f:4.5|. Procedure: 1-(1-((6-Cyclopropyl-2,4′-difluoro-3-isopropoxybiphenyl-4-yl)methyl)piperidin-4-yl)-3-methyl-2-oxo-1,2-dihydropyridine-4-carboxylic acid (15.0 g) was dissolved in isopropanol (150 mL) at 60 C. The mixture was cooled to room temperature. 2M hydrogen chloride (isopropanol solution, 21.0 mL) was added to the mixture at room temperature. After being stirred at room temperature for 30 minutes, diisopropyl ether (300 mL) and crystalline seeds were added to the mixture. The mixture was stirred for 1 ho...